From a dataset of the Open Reaction Database (ORD), a public repository of structured organic reaction records. describe an organic reaction: reactants, conditions, products, and yield The reactants are BrC1=CC(=C(C=C1)N1C(N(C2=CC3=C(N=CS3)C(=C21)F)S(=O)(=O)C2CC2)=O)Cl (5-(4-bromo-2-chlorophenyl)-7-(cyclopropylsulfonyl)-4-fluoro-5H-imidazo[4′,5′:4,5]benzo[1,2-d]thiazol-6(7H)-one), C[Si]([O-])(C)C.[K+] (potassium trimethylsilanolate). The solvent is C1CCOC1 (THF). Reaction conditions: time 1 hour. Yields the product BrC1=CC(=C(C=C1)NC=1C(=CC2=C(N=CS2)C1F)NS(=O)(=O)C1CC1)Cl (N-(5-((4-bromo-2-chlorophenyl)amino)-4-fluorobenzo[d]thiazol-6-yl)cyclopropanesulfonamide). Isolated yield 63.3%. Reaction SMILES: [Br:1][C:2]1[CH:7]=[CH:6][C:5]([N:8]2[C:19]3[C:11](=[CH:12][C:13]4[S:17][CH:16]=[N:15][C:14]=4[C:18]=3[F:20])[N:10]([S:21]([CH:24]3[CH2:26][CH2:25]3)(=[O:23])=[O:22])C2=O)=[C:4]([Cl:28])[CH:3]=1.C[Si](C)(C)[O-].[K+]>C1COCC1>[Br:1][C:2]1[CH:7]=[CH:6][C:5]([NH:8][C:19]2[C:11]([NH:10][S:21]([CH:24]3[CH2:25][CH2:26]3)(=[O:22])=[O:23])=[CH:12][C:13]3[S:17][CH:16]=[N:15][C:14]=3[C:18]=2[F:20])=[C:4]([Cl:28])[CH:3]=1 |f:1.2|. Procedure: To a solution of 5-(4-bromo-2-chlorophenyl)-7-(cyclopropylsulfonyl)-4-fluoro-5H-imidazo[4′,5′:4,5]benzo[1,2-d]thiazol-6(7H)-one (50 mg, 0.10 mmol) in THF (5 mL) was added potassium trimethylsilanolate (13 mg, 0.10 mmol). After stirring at room temperature for 1 h, the reaction was quenched with saturated NH4Cl (aq.). The aqueous layer was extracted with ethyl acetate (10 mL×2). The combined organic phase was washed with brine (20 mL), dried over Na2SO4, filtered and concentrated in vacuo. The re...